From a dataset of the Open Reaction Database (ORD), a public repository of structured organic reaction records. describe an organic reaction: reactants, conditions, products, and yield Starting materials: P(O[Si](C)(C)C)(O[Si](C)(C)C)O[Si](C)(C)C (Tris(trimethylsilyl) phosphite), C(C)(=O)Cl (acetyl chloride), silyl esters. Solvent: CO (methanol). Reaction conditions: time 10 minute. Yields the product OCC(P(O)(O)=O)P(O)(O)=O (Hydroxyethylidene Bisphosphonic Acid). As a reaction SMILES: [P:1]([O:12][Si](C)(C)C)([O:7][Si](C)(C)C)[O:2][Si](C)(C)C.[C:17](Cl)(=[O:19])[CH3:18]>CO>[OH:19][CH2:17][CH:18]([P:1](=[O:2])([OH:12])[OH:7])[P:1](=[O:12])([OH:7])[OH:2]. Procedure details: Tris(trimethylsilyl) phosphite (2 molar equiv.) in an appropriate dry solvent was added dropwise to a stirred solution of acetyl chloride (1 molar equiv.) in an appropriate dry solvent at room temperature and the mixture stirred for 10 minutes. Excess methanol was then added and the mixture stirred for 5 minutes to decompose the silyl esters. The volatile components in the reaction mixture were then removed under reduced pressure to leave the title compound in good purity.